Task: describe an organic reaction: reactants, conditions, products, and yield. Dataset: the Open Reaction Database (ORD), a public repository of structured organic reaction records The reactants are N([C@@H](COCC1=CC=CC=C1)C(=O)N1[C@H](C(=O)N[C@@H](CCCNC(N[N+](=O)[O-])=N)C(=O)NCC(=O)N)CCC1)C(=O)OC(C)(C)C (Boc-Ser(Bzl)-Pro-Arg(NO2)-Gly-NH2), CN1CCOCC1 (NMM), N1([C@H](C(=O)ON2C(=O)CCC2=O)CCC1)C(=O)OCC1=CC=CC=C1 (Z-Pro-OSu). Solvent: Cl.CCOC(=O)C (HCl AcOEt). Yields the product N1([C@H](C(=O)N[C@@H](COCC2=CC=CC=C2)C(=O)N2[C@H](C(=O)N[C@@H](CCCNC(N[N+](=O)[O-])=N)C(=O)NCC(=O)N)CCC2)CCC1)C(=O)OCC1=CC=CC=C1 (Z-Pro-Ser(Bzl)-Pro-Arg(NO2)-Gly-NH2). As a reaction SMILES: [NH:1](C(OC(C)(C)C)=O)[C@H:2]([C:12]([N:14]1[CH2:39][CH2:38][CH2:37][C@H:15]1[C:16]([NH:18][C@H:19]([C:30]([NH:32][CH2:33][C:34]([NH2:36])=[O:35])=[O:31])[CH2:20][CH2:21][CH2:22][NH:23][C:24](=[NH:29])[NH:25][N+:26]([O-:28])=[O:27])=[O:17])=[O:13])[CH2:3][O:4][CH2:5][C:6]1[CH:11]=[CH:10][CH:9]=[CH:8][CH:7]=1.CN1CCOCC1.[N:54]1([C:69]([O:71][CH2:72][C:73]2[CH:78]=[CH:77][CH:76]=[CH:75][CH:74]=2)=[O:70])[CH2:68][CH2:67][CH2:66][C@H:55]1[C:56](ON1C(=O)CCC1=O)=[O:57]>Cl.CCOC(C)=O>[N:54]1([C:69]([O:71][CH2:72][C:73]2[CH:74]=[CH:75][CH:76]=[CH:77][CH:78]=2)=[O:70])[CH2:68][CH2:67][CH2:66][C@H:55]1[C:56]([NH:1][C@H:2]([C:12]([N:14]1[CH2:39][CH2:38][CH2:37][C@H:15]1[C:16]([NH:18][C@H:19]([C:30]([NH:32][CH2:33][C:34]([NH2:36])=[O:35])=[O:31])[CH2:20][CH2:21][CH2:22][NH:23][C:24](=[NH:29])[NH:25][N+:26]([O-:28])=[O:27])=[O:17])=[O:13])[CH2:3][O:4][CH2:5][C:6]1[CH:7]=[CH:8][CH:9]=[CH:10][CH:11]=1)=[O:57] |f:3.4|. Procedure details: The desired compound was prepared from 1.0 g of Boc-Ser(Bzl)-Pro-Arg(NO2)-Gly-NH2, 10 ml of 4N HCl-AcOEt, 0.34 ml of NMM and 0.54 g of Z-Pro-OSu in the same manner as in Example 26-(4). The reactants are CCCCCC (hexane), NC1=C(C=C(C=C1Cl)C(O)CN)Cl (4-amino-α-(aminomethyl)-3,5-dichlorobenzenemethanol), BrCCCCCCOCCSCCC1=NC=CC=C1 (2-[2-[[2-[(6-bromohexyl)oxy]ethyl]thio]ethyl]pyridine). Solvent: CN(C)C=O (DMF). Product: NC1=C(C=C(C=C1Cl)C(O)CNCCCCCCOCCSCCC1=NC=CC=C1)Cl (4-Amino-3,5-dichloro-α-[[[6-[2-[[2-(2-pyridinyl)ethyl]thio]ethoxy]hexyl]amino]methyl]benzenemethanol). The yield is 55.4%. RXN SMILES: [NH2:1][C:2]1[C:7]([Cl:8])=[CH:6][C:5]([CH:9]([CH2:11][NH2:12])[OH:10])=[CH:4][C:3]=1[Cl:13].Br[CH2:15][CH2:16][CH2:17][CH2:18][CH2:19][CH2:20][O:21][CH2:22][CH2:23][S:24][CH2:25][CH2:26][C:27]1[CH:32]=[CH:31][CH:30]=[CH:29][N:28]=1.CCCCCC>CN(C=O)C>[NH2:1][C:2]1[C:3]([Cl:13])=[CH:4][C:5]([CH:9]([CH2:11][NH:12][CH2:15][CH2:16][CH2:17][CH2:18][CH2:19][CH2:20][O:21][CH2:22][CH2:23][S:24][CH2:25][CH2:26][C:27]2[CH:32]=[CH:31][CH:30]=[CH:29][N:28]=2)[OH:10])=[CH:6][C:7]=1[Cl:8]. Reported procedure: A solution of 4-amino-α-(aminomethyl)-3,5-dichlorobenzenemethanol (0.56 g,), 2-[2-[[2-[(6-bromohexyl)oxy]ethyl]thio]ethyl]pyridine (0.58 g,) and DEA (0.26 g,) in DMF (10 ml) was stirred under nitrogen for 2 h. The solvent was evaporated in vacuo and the residual oil partitioned between 8% sodium bicarbonate solution (100 ml) and dichloromethane (100 ml). The aqueous phase was re-extracted with dichloromethane (100 ml) and the combined organic phases dried and evaporated in vacuo to give an oil. ... The reactants are CO, O=[N+]([O-])c1ccc(CCNCc2ccccc2)cc1. Yields the product Nc1ccc(CCNCc2ccccc2)cc1. As a reaction SMILES: [CH3:20][OH:21].[N+:1]([O-:2])(=[O:3])[c:4]1[cH:5][cH:6][c:7]([CH2:10][CH2:11][NH:12][CH2:13][c:14]2[cH:15][cH:16][cH:17][cH:18][cH:19]2)[cH:8][cH:9]1>>[NH2:1][c:4]1[cH:5][cH:6][c:7]([CH2:10][CH2:11][NH:12][CH2:13][c:14]2[cH:15][cH:16][cH:17][cH:18][cH:19]2)[cH:8][cH:9]1.